Task: describe an organic reaction: reactants, conditions, products, and yield. Dataset: the Open Reaction Database (ORD), a public repository of structured organic reaction records Reactants: C[Si](N[Si](C)(C)C)(C)C (Hexamethyldisilazane), C(C)(=O)OC(C)(C)C (t-Butyl acetate), CC(C)C1=C(C(=CC=C1)C(C)C)N2CC[N+](=C2)C3=C(C=CC=C3C(C)C)C(C)C.[Cl-] (N,N′-(2,6-diisopropylphenyl)dihydroimidazolium chloride), BrC1=CC=2COC3=C(C(C2S1)=C1CCN(CC1)C)C=CC=C3 (4-(2-Bromo-10H-9-oxa-3-thiabenzo[f]azulen-4-ylidene)-1-methyl-piperidine). Reagents/catalysts: C=1C=CC(=CC1)/C=C/C(=O)/C=C/C2=CC=CC=C2.C=1C=CC(=CC1)/C=C/C(=O)/C=C/C2=CC=CC=C2.[Pd] (Pd(dba)2). Run in O (Water). Run at time 30 minute. Yields the product CN1CCC(CC1)=C1C=2SC(=CC2COC2=C1C=CC=C2)CC(=O)OC(C)(C)C (t-Butyl [4-(1-methylpiperidin-4-ylidene)-4,10-dihydro-9-oxa-3-thiabenzo[f]azulen-2-yl]acetate). The yield is 43.1%. Reaction SMILES: C[Si](C)(C)N[Si](C)(C)C.[C:10]([O:13][C:14]([CH3:17])([CH3:16])[CH3:15])(=[O:12])[CH3:11].CC(C1C=CC=C(C(C)C)C=1N1C=[N+](C2C(C(C)C)=CC=CC=2C(C)C)CC1)C.[Cl-].Br[C:49]1[S:58][C:57]2[C:56](=[C:59]3[CH2:64][CH2:63][N:62]([CH3:65])[CH2:61][CH2:60]3)[C:55]3[CH:66]=[CH:67][CH:68]=[CH:69][C:54]=3[O:53][CH2:52][C:51]=2[CH:50]=1>C1C=CC(/C=C/C(/C=C/C2C=CC=CC=2)=O)=CC=1.C1C=CC(/C=C/C(/C=C/C2C=CC=CC=2)=O)=CC=1.[Pd].O>[CH3:65][N:62]1[CH2:63][CH2:64][C:59](=[C:56]2[C:55]3[CH:66]=[CH:67][CH:68]=[CH:69][C:54]=3[O:53][CH2:52][C:51]3[CH:50]=[C:49]([CH2:11][C:10]([O:13][C:14]([CH3:17])([CH3:16])[CH3:15])=[O:12])[S:58][C:57]2=3)[CH2:60][CH2:61]1 |f:2.3,5.6.7|. Procedure: Hexamethyldisilazane (11.97 g, 74.2 mmol) was ice-cooled in an argon atmosphere, and a 1.6 mol/L n-butyllithium-hexane solution (46.6 mL, 74.6 mmol) was added dropwise thereto. t-Butyl acetate (4.9 mL, 36.7 mmol) was added dropwise to the solution, and the mixture was stirred for 30 minutes. Pd(dba)2 (1.05 g, 1.8 mmol), N,N′-(2,6-diisopropylphenyl)dihydroimidazolium chloride (0.80 g, 1.9 mmol), and the compound obtained in Example 27 (7.0 g, 18.6 mmol) were added thereto, and the mixture was hea... The reactants are COc1c(C)cc(Br)cc1C, [Li]CCCC, C1CCOC1, CCCCCC, CCOC(C)=O, [Cl-], [NH4+], CN(C)C=O. Product: COc1c(C)cc(C=O)cc1C. RXN SMILES: [Br:1][c:2]1[cH:3][c:4]([CH3:11])[c:5]([O:9][CH3:10])[c:6]([CH3:8])[cH:7]1.[CH2:12]([Li:13])[CH2:14][CH2:15][CH3:16].[CH2:24]1[O:25][CH2:26][CH2:27][CH2:28]1.[CH3:29][CH2:30][CH2:31][CH2:32][CH2:33][CH3:34].[CH3:35][CH2:36][O:37][C:38](=[O:39])[CH3:40].[Cl-:22].[NH4+:23].[O:17]=[CH:18][N:19]([CH3:20])[CH3:21]>>[c:2]1([CH:18]=[O:17])[cH:3][c:4]([CH3:11])[c:5]([O:9][CH3:10])[c:6]([CH3:8])[cH:7]1. Starting materials: C(C)(C)C1=C(C=CC=C1OC)C=1OCC(N1)(C)C (2-(2-isopropyl-3-methoxyphenyl)-4,4-dimethyl-4,5-dihydrooxazole), [OH-].[Na+] (sodium hydroxide). The solvent is solution, S(O)(O)(=O)=O (sulfuric acid). Product: C(C)(C)C1=C(C(=O)O)C=CC=C1OC (2-isopropyl-3-methoxybenzoic acid). Isolated yield 35.6%. Reaction SMILES: [CH:1]([C:4]1[C:9]([O:10][CH3:11])=[CH:8][CH:7]=[CH:6][C:5]=1[C:12]1[O:13]CC(C)(C)N=1)([CH3:3])[CH3:2].[OH-:19].[Na+]>S(=O)(=O)(O)O>[CH:1]([C:4]1[C:9]([O:10][CH3:11])=[CH:8][CH:7]=[CH:6][C:5]=1[C:12]([OH:13])=[O:19])([CH3:2])[CH3:3] |f:1.2|. Procedure details: A solution of 2-(2-isopropyl-3-methoxyphenyl)-4,4-dimethyl-4,5-dihydrooxazole (6.18 g, 25 mmol) in 35% solution of sulfuric acid (40 mL) was stirred at reflux for 48 hours. Upon cooling, solid sodium hydroxide (18.15 g) was slowly added. The reaction mixture was extracted with diethyl ether, and the combined organic extracts were extracted with sodium bicarbonate solution. The bicarbonate extracts were then acidified with 3N hydrochloric acid, filtered and dried to give 2-isopropyl-3-methoxybenz... Starting materials: O=[N+]([O-])c1ccc(Br)cc1Nc1ccccc1, C1CNCCN1, CN1CCCC1=O, O. Yields the product O=[N+]([O-])c1ccc(N2CCNCC2)cc1Nc1ccccc1. As a reaction SMILES: [Br:1][c:2]1[cH:3][cH:4][c:5]([N+:15](=[O:16])[O-:17])[c:6]([NH:8][c:9]2[cH:10][cH:11][cH:12][cH:13][cH:14]2)[cH:7]1.[CH2:18]1[CH2:19][NH:20][CH2:21][CH2:22][NH:23]1.[CH3:25][N:26]1[CH2:27][CH2:28][CH2:29][C:30]1=[O:31].[OH2:24]>>[c:2]1([N:20]2[CH2:19][CH2:18][NH:23][CH2:22][CH2:21]2)[cH:3][cH:4][c:5]([N+:15](=[O:16])[O-:17])[c:6]([NH:8][c:9]2[cH:10][cH:11][cH:12][cH:13][cH:14]2)[cH:7]1. Starting materials: N#CCC(=O)O, C1CCOC1, [Li]CCCC, O=C(Cl)Cc1ccccc1. Yields the product N#CCC(=O)Cc1ccccc1. Reaction SMILES: [C:1](#[N:2])[CH2:3][C:4](=[O:5])[OH:6].[CH2:22]1[O:23][CH2:24][CH2:25][CH2:26]1.[CH3:7][CH2:8][CH2:9][CH2:10][Li:11].[c:12]1([CH2:18][C:19]([Cl:20])=[O:21])[cH:13][cH:14][cH:15][cH:16][cH:17]1>>[C:1](#[N:2])[CH2:3][C:4](=[O:6])[CH2:18][c:12]1[cH:13][cH:14][cH:15][cH:16][cH:17]1. Reactants: Br[Si](C)(C)C (bromotrimethylsilane), [Si](C)(C)(C(C)(C)C)O[C@@H](CC[C@@H]1[C@H](N(C1=O)C1=CC=CC=C1)C1=CC=C(C=C1)C1=CC(=CC=C1)P(OC)(OC)=O)C1=CC=C(C=C1)F (dimethyl (4′-{(2S,3R)-3-[(3S)-3-{[tert-butyl(dimethyl)silyl]oxy}-3-(4-fluorophenyl)propyl]-4-oxo-1-phenylazetidin-2-yl}biphenyl-3-yl)phosphonate), ice water. The solvent is ClCCl (dichloromethane). Run at time 3 hour. Product: FC1=CC=C(C=C1)[C@H](CC[C@@H]1[C@H](N(C1=O)C1=CC=CC=C1)C1=CC=C(C=C1)C1=CC(=CC=C1)P(O)(O)=O)O ((4′-{(2S,3R)-3-[(3S)-3-(4-fluorophenyl)-3-hydroxypropyl]-4-oxo-1-phenylazetidin-2-yl}biphenyl-3-yl)phosphonic acid). Isolated yield 100.1%. RXN SMILES: [Si]([O:8][C@H:9]([C:41]1[CH:46]=[CH:45][C:44]([F:47])=[CH:43][CH:42]=1)[CH2:10][CH2:11][C@H:12]1[C:15](=[O:16])[N:14]([C:17]2[CH:22]=[CH:21][CH:20]=[CH:19][CH:18]=2)[C@@H:13]1[C:23]1[CH:28]=[CH:27][C:26]([C:29]2[CH:34]=[CH:33][CH:32]=[C:31]([P:35](=[O:40])([O:38]C)[O:36]C)[CH:30]=2)=[CH:25][CH:24]=1)(C(C)(C)C)(C)C.Br[Si](C)(C)C>ClCCl>[F:47][C:44]1[CH:45]=[CH:46][C:41]([C@@H:9]([OH:8])[CH2:10][CH2:11][C@H:12]2[C:15](=[O:16])[N:14]([C:17]3[CH:18]=[CH:19][CH:20]=[CH:21][CH:22]=3)[C@@H:13]2[C:23]2[CH:28]=[CH:27][C:26]([C:29]3[CH:34]=[CH:33][CH:32]=[C:31]([P:35](=[O:36])([OH:40])[OH:38])[CH:30]=3)=[CH:25][CH:24]=2)=[CH:42][CH:43]=1. Procedure: A solution of dimethyl (4′-{(2S,3R)-3-[(3S)-3-{[tert-butyl(dimethyl)silyl]oxy}-3-(4-fluorophenyl)propyl]-4-oxo-1-phenylazetidin-2-yl}biphenyl-3-yl)phosphonate (0.32 g, 0.47 mmol) in dry dichloromethane (15 mL) under nitrogen was cooled in an ice bath and bromotrimethylsilane (0.30 mL, 2.27 mmol) was dripped in over 5 min. The reaction mixture was stirred at room temperature for 3 h, then poured into ice water (20 m]L) and extracted with ethyl acetate. The organic solution was washed successively... RXN SMILES: [C:1]([O:2][c:3]1[c:4]([Cl:13])[cH:5][c:6]([F:12])[c:7]([N+:9](=[O:10])[O-:11])[cH:8]1)(=[O:14])[O:15][CH3:16].[CH3:19][OH:20].[Na+:18].[OH-:17]>>[OH:2][c:3]1[c:4]([Cl:13])[cH:5][c:6]([F:12])[c:7]([N+:9](=[O:10])[O-:11])[cH:8]1. Product: O=[N+]([O-])c1cc(O)c(Cl)cc1F. Starting materials: COC(=O)Oc1cc([N+](=O)[O-])c(F)cc1Cl, CO, [Na+], [OH-]. The reactants are C(O)([O-])=O.[Na+] (sodium hydrogen carbonate), O=P(Cl)(Cl)Cl (phosphoroxychloride), CC=1N=C2N(C=CC=C2[N+](=O)[O-])C1 (2-methyl-8-nitro-imidazo[1,2-a]pyridine), O=P(Cl)(Cl)Cl (phosphoroxychloride). Solvent: CN(C=O)C (dimethylformamide). Conditions: temperature 70 celsius, time 2 hour. Product: C(=O)C1=C(N=C2N1C=CC=C2[N+](=O)[O-])C (3-formyl-2-methyl-8-nitro-imidazo[1,2-a]pyridine). As a reaction SMILES: O=P(Cl)(Cl)Cl.[CH3:6][C:7]1[N:8]=[C:9]2[C:14]([N+:15]([O-:17])=[O:16])=[CH:13][CH:12]=[CH:11][N:10]2[CH:18]=1.[C:19](=O)([O-])[OH:20].[Na+]>CN(C)C=O>[CH:19]([C:18]1[N:10]2[CH:11]=[CH:12][CH:13]=[C:14]([N+:15]([O-:17])=[O:16])[C:9]2=[N:8][C:7]=1[CH3:6])=[O:20] |f:2.3|. Reported procedure: 20 ml phosphoroxychloride is added dropwise within 5 minutes to a solution of 7.6 g 2-methyl-8-nitro-imidazo[1,2-a]pyridine in 100 ml dimethylformamide at 0° C. After stirring for 1 hour at 0° C. and for 2 hours at 70° C. the mixture is cooled again to 0° C. 10 ml phosphoroxychloride is added dropwise and the same procedure is carried out as before. When the reaction is finished the mixture is poured over 200 ml icewater, neutralized with saturated sodium hydrogen carbonate solution and extracte...